Task: describe an organic reaction: reactants, conditions, products, and yield. Dataset: the Open Reaction Database (ORD), a public repository of structured organic reaction records Starting materials: COC(CC=1C=C(C(=CC1)OC)C1=C(C=C(C=C1)C(F)(F)F)C=O)=O ((2′-formyl-6-methoxy-4′-trifluoromethyl-biphenyl-3-yl)-acetic acid methyl ester), NC1=C(C=CC=C1)O (2-aminophenol). Product: COC(CC=1C=C(C(=CC1)OC)C1=C(C=C(C=C1)C(F)(F)F)CNC1=C(C=CC=C1)O)=O ({2′-[(2-Hydroxy-phenylamino)-methyl]-6-methoxy-4′-trifluoromethyl-biphenyl-3-yl}-acetic acid methyl ester). Reaction SMILES: [CH3:1][O:2][C:3](=[O:25])[CH2:4][C:5]1[CH:6]=[C:7]([C:13]2[CH:18]=[CH:17][C:16]([C:19]([F:22])([F:21])[F:20])=[CH:15][C:14]=2[CH:23]=O)[C:8]([O:11][CH3:12])=[CH:9][CH:10]=1.[NH2:26][C:27]1[CH:32]=[CH:31][CH:30]=[CH:29][C:28]=1[OH:33]>>[CH3:1][O:2][C:3](=[O:25])[CH2:4][C:5]1[CH:6]=[C:7]([C:13]2[CH:18]=[CH:17][C:16]([C:19]([F:21])([F:22])[F:20])=[CH:15][C:14]=2[CH2:23][NH:26][C:27]2[CH:32]=[CH:31][CH:30]=[CH:29][C:28]=2[OH:33])[C:8]([O:11][CH3:12])=[CH:9][CH:10]=1. Reported procedure: Prepared according to the procedure described in Example 25, Step 4, using the following starting materials: (2′-formyl-6-methoxy-4′-trifluoromethyl-biphenyl-3-yl)-acetic acid methyl ester and 2-aminophenol. The reactants are ClC=1C=CC(=C(CN2C3=C(NCC2)N=CC(=C3)C=3C=C(C(=O)O)C=CC3)C1)C(F)(F)F (3-{1-[5-chloro-2-(trifluoromethyl)benzyl]-1,2,3,4-tetrahydropyrido[2,3-b]pyrazin-7-yl}benzoic acid), CC1=NC2=CC=CC=C2C(=C1)N1CCNCC1 (2-methyl-4-(1-piperazinyl)quinoline). The product is ClC=1C=CC(=C(CN2C3=C(NCC2)N=CC(=C3)C=3C=C(C=CC3)C(=O)N3CCN(CC3)C3=CC(=NC2=CC=CC=C32)C)C1)C(F)(F)F ((3-{1-[5-Chloro-2-(trifluoromethyl)benzyl]-1,2,3,4-tetrahydropyrido[2,3-b]pyrazin-7-yl}phenyl)-[4-(2-methylquinolin-4-yl)piperazin-1-yl]methanone). RXN SMILES: [Cl:1][C:2]1[CH:3]=[CH:4][C:5]([C:28]([F:31])([F:30])[F:29])=[C:6]([CH:27]=1)[CH2:7][N:8]1[CH2:13][CH2:12][NH:11][C:10]2[N:14]=[CH:15][C:16]([C:18]3[CH:19]=[C:20]([CH:24]=[CH:25][CH:26]=3)[C:21](O)=[O:22])=[CH:17][C:9]1=2.[CH3:32][C:33]1[CH:42]=[C:41]([N:43]2[CH2:48][CH2:47][NH:46][CH2:45][CH2:44]2)[C:40]2[C:35](=[CH:36][CH:37]=[CH:38][CH:39]=2)[N:34]=1>>[Cl:1][C:2]1[CH:3]=[CH:4][C:5]([C:28]([F:30])([F:29])[F:31])=[C:6]([CH:27]=1)[CH2:7][N:8]1[CH2:13][CH2:12][NH:11][C:10]2[N:14]=[CH:15][C:16]([C:18]3[CH:19]=[C:20]([C:21]([N:46]4[CH2:47][CH2:48][N:43]([C:41]5[C:40]6[C:35](=[CH:36][CH:37]=[CH:38][CH:39]=6)[N:34]=[C:33]([CH3:32])[CH:42]=5)[CH2:44][CH2:45]4)=[O:22])[CH:24]=[CH:25][CH:26]=3)=[CH:17][C:9]1=2. Procedure details: 3-{1-[5-chloro-2-(trifluoromethyl)benzyl]-1,2,3,4-tetrahydropyrido[2,3-b]pyrazin-7-yl}benzoic acid was reacted with 2-methyl-4-(1-piperazinyl)quinoline as in General Procedure 10 to give the title compound. LCMS: m/z=656.99 (M+H+); retention time=0.61 minutes. Starting materials: CC1=C2C(NC=NC2=CC=C1)=O (5-methylquinazolin-4(3H)-one), O=P(Cl)(Cl)Cl (POCl3). Run in C1(=CC=CC=C1)C (toluene). The product is ClC1=NC=NC2=CC=CC(=C12)C (4-chloro-5-methylquinazoline). Yield: 85.0%. RXN SMILES: [CH3:1][C:2]1[CH:11]=[CH:10][CH:9]=[C:8]2[C:3]=1[C:4](=O)[NH:5][CH:6]=[N:7]2.O=P(Cl)(Cl)[Cl:15]>C1(C)C=CC=CC=1>[Cl:15][C:4]1[C:3]2[C:8](=[CH:9][CH:10]=[CH:11][C:2]=2[CH3:1])[N:7]=[CH:6][N:5]=1. Procedure: To a solution of 1A (1.44 g, 9.0 mmol) in toluene (24 ml) was added POCl3 (13.5 ml) and DEA (3.6 ml). The mixture was refluxed under N2 for 30 min. After cooling to room temperature, the reaction mixture was concentrated under vacuum. The residue was dissolved in EtOAc, washed with 10% citric acid solution, followed by saturated NaHCO3. The residue was dried with MgSO4, filtered, and concentrated to give 1B (1.37 g, 85%) as a solid. 1H-NMR (400 MHz, CDCl3): 8.96 (s, 1H), 7.94 (d, J=8.52 Hz, 1H),... Reactants: C(C)(C)(C)OC(NCC1=NC=C(C2=CC(=CC(=C12)OC)OC)C(N(CC=1C=NC=CC1)C)=O)=O ([6,8-dimethoxy-4-(methyl-pyridin-3-ylmethyl-carbamoyl)-isoquinolin-1-ylmethyl]-carbamic acid tert-butyl ester), Cl (HCl). The solvent is CCOC(=O)C (EtOAc). The product is Cl.CN(C(=O)C1=CN=C(C2=C(C=C(C=C12)OC)OC)CN)CC=1C=NC=CC1 (1-aminomethyl-6,8-dimethoxy-isoquinoline-4-carboxylic acid methyl-pyridin-3-ylmethyl-amide hydrochloride). The yield is 100.0%. Reaction SMILES: C(OC(=O)[NH:7][CH2:8][C:9]1[C:18]2[C:13](=[CH:14][C:15]([O:21][CH3:22])=[CH:16][C:17]=2[O:19][CH3:20])[C:12]([C:23](=[O:33])[N:24]([CH3:32])[CH2:25][C:26]2[CH:27]=[N:28][CH:29]=[CH:30][CH:31]=2)=[CH:11][N:10]=1)(C)(C)C.[ClH:35]>CCOC(C)=O>[ClH:35].[CH3:32][N:24]([CH2:25][C:26]1[CH:27]=[N:28][CH:29]=[CH:30][CH:31]=1)[C:23]([C:12]1[C:13]2[C:18](=[C:17]([O:19][CH3:20])[CH:16]=[C:15]([O:21][CH3:22])[CH:14]=2)[C:9]([CH2:8][NH2:7])=[N:10][CH:11]=1)=[O:33] |f:3.4|. Procedure: As described in example 1, 88 mg of [6,8-dimethoxy-4-(methyl-pyridin-3-ylmethyl-carbamoyl)-isoquinolin-1-ylmethyl]-carbamic acid tert-butyl ester was treated with HCl in EtOAc to give 102 mg (>100%) of 1-aminomethyl-6,8-dimethoxy-isoquinoline-4-carboxylic acid methyl-pyridin-3-ylmethyl-amide hydrochloride. MS: APCI (M+H) calc'd for C21H24N4O3+H 381.4; found 381.2. Reactants: CC(C)(C)OC(=O)N1CCN(c2cccc(F)c2[N+](=O)[O-])CC1, O=C([O-])[O-], CS(C)=O, [K+], [K+], NCc1ccccc1. Yields the product CC(C)(C)OC(=O)N1CCN(c2cccc(NCc3ccccc3)c2[N+](=O)[O-])CC1. As a reaction SMILES: [C:1]([CH3:2])([CH3:3])([CH3:4])[O:5][C:6](=[O:7])[N:8]1[CH2:9][CH2:10][N:11]([c:14]2[c:15]([N+:21](=[O:22])[O-:23])[c:16]([F:20])[cH:17][cH:18][cH:19]2)[CH2:12][CH2:13]1.[C:32](=[O:33])([O-:34])[O-:35].[CH3:38][S:39]([CH3:40])=[O:41].[K+:36].[K+:37].[NH2:24][CH2:25][c:26]1[cH:27][cH:28][cH:29][cH:30][cH:31]1>>[C:1]([CH3:2])([CH3:3])([CH3:4])[O:5][C:6](=[O:7])[N:8]1[CH2:9][CH2:10][N:11]([c:14]2[c:15]([N+:21](=[O:22])[O-:23])[c:16]([NH:24][CH2:25][c:26]3[cH:27][cH:28][cH:29][cH:30][cH:31]3)[cH:17][cH:18][cH:19]2)[CH2:12][CH2:13]1. Yields the product CC1(OCC(O1)CN1C(C2=CC=CC(=C2C=C1)I)=O)C (2-((2,2-Dimethyl-1,3-dioxolan-4-yl)methyl)-5-iodoisoquinolin-1(2H)-one). RXN SMILES: N[C:2]1[CH:11]=[CH:10][CH:9]=[C:8]2[C:3]=1[CH:4]=[CH:5][N:6]([CH2:13][CH:14]1[CH2:18][O:17][C:16]([CH3:20])([CH3:19])[O:15]1)[C:7]2=[O:12].N([O-])=O.[Na+].CS(C)=O.[IH:29].C([O-])(O)=O.[Na+]>>[CH3:19][C:16]1([CH3:20])[O:15][CH:14]([CH2:13][N:6]2[CH:5]=[CH:4][C:3]3[C:8](=[CH:9][CH:10]=[CH:11][C:2]=3[I:29])[C:7]2=[O:12])[CH2:18][O:17]1 |f:1.2,5.6|. Conditions: time 1 hour. Reported procedure: 5-Amino-2-((2,2-dimethyl-1,3-dioxolan-4-yl)methyl)isoquinolin-1(2H)-one (4.2 g, 0.015 mol) was added to a solution of sodium nitrite (4 g, 0.06 mol) in dimethyl sulfoxide (80 mL, 1 mol) at 35° C. Aqueous hydrogen iodide (8 mL, 0.06 mol) in dimethyl sulfoxide (80 mL, 1 mol) was added, and the reaction mixture was stirred for 1 hour. The cooled reaction mixture was neutralized with sat. aq. NaHCO3 and extracted with methylene chloride (3×50 mL). The combined methylene chloride extracts were washed... The reactants are NC1=C2C=CN(C(C2=CC=C1)=O)CC1OC(OC1)(C)C (5-Amino-2-((2,2-dimethyl-1,3-dioxolan-4-yl)methyl)isoquinolin-1(2H)-one), N(=O)[O-].[Na+] (sodium nitrite), CS(=O)C (dimethyl sulfoxide), I (hydrogen iodide), CS(=O)C (dimethyl sulfoxide), C(=O)(O)[O-].[Na+] (NaHCO3).